From a dataset of the Open Reaction Database (ORD), a public repository of structured organic reaction records. describe an organic reaction: reactants, conditions, products, and yield Starting materials: C(C)(C)OC(=O)N1CCN(CC1)C1=NC=2N(C=C1)N=CC2Br (4-(3-bromo-pyrazolo[1,5-a]pyrimidin-5-yl)-piperazine-1-carboxylic acid isopropyl ester), CN1C(C(=CC=C1)B(O)O)=O ((1-methyl-2-oxo-1,2-dihydropyridin-3-yl)boronic acid). Yields the product C(C)(C)OC(=O)N1CCN(CC1)C1=NC=2N(C=C1)N=CC2C=2C(N(C=CC2)C)=O (4-[3-(1-Methyl-2-oxo-1,2-dihydro-pyridin-3-yl)-pyrazolo[1,5-a]pyrimidin-5-yl]-piperazine-1-carboxylic acid isopropyl ester). RXN SMILES: [CH:1]([O:4][C:5]([N:7]1[CH2:12][CH2:11][N:10]([C:13]2[CH:18]=[CH:17][N:16]3[N:19]=[CH:20][C:21](Br)=[C:15]3[N:14]=2)[CH2:9][CH2:8]1)=[O:6])([CH3:3])[CH3:2].[CH3:23][N:24]1[CH:29]=[CH:28][CH:27]=[C:26](B(O)O)[C:25]1=[O:33]>>[CH:1]([O:4][C:5]([N:7]1[CH2:12][CH2:11][N:10]([C:13]2[CH:18]=[CH:17][N:16]3[N:19]=[CH:20][C:21]([C:26]4[C:25](=[O:33])[N:24]([CH3:23])[CH:29]=[CH:28][CH:27]=4)=[C:15]3[N:14]=2)[CH2:9][CH2:8]1)=[O:6])([CH3:3])[CH3:2]. Reported procedure: Prepared similarly to the preparation of example 5.6.9 from 4-(3-bromo-pyrazolo[1,5-a]pyrimidin-5-yl)-piperazine-1-carboxylic acid isopropyl ester and (1-methyl-2-oxo-1,2-dihydropyridin-3-yl)boronic acid to provide a yellow powder as a free base, mp. 206-207° C. 1H NMR (400 MHz, DMSO-d6) δ ppm 1.23 (d, J=6.32 Hz, 6 H) 3.53 (s, 7 H) 3.70-3.82 (m, 4 H) 4.83 (spt, J=6.23 Hz, 1H) 6.37 (t, J=6.82 Hz, 1 H) 6.78 (d, J=7.83 Hz, 1 H) 7.55 (dd, J=6.57, 1.26 Hz, 1 H) 8.64 (dd, J=7.20, 1.14 Hz, 1 H) 8.72 (d... The reactants are CCOC(=O)C(C)=CC(C(C)C)N(C)C(=O)C(NCC(N(C)C(=O)OC(C)(C)C)C(C)(C)c1ccccc1)C(C)(C)C, CO, [Li+], C1CCOC1, [OH-], O. As a reaction SMILES: [CH2:1]([CH3:2])[O:3][C:4]([C:5](=[CH:6][CH:7]([CH:8]([CH3:9])[CH3:10])[N:11]([CH3:12])[C:13]([CH:14]([NH:15][CH2:16][CH:17]([C:18]([CH3:19])([c:20]1[cH:21][cH:22][cH:23][cH:24][cH:25]1)[CH3:26])[N:27]([CH3:28])[C:29](=[O:30])[O:31][C:32]([CH3:33])([CH3:34])[CH3:35])[C:36]([CH3:37])([CH3:38])[CH3:39])=[O:40])[CH3:41])=[O:42].[CH3:51][OH:52].[Li+:49].[O:43]1[CH2:44][CH2:45][CH2:46][CH2:47]1.[OH-:50].[OH2:48]>>[O:3]=[C:4]([C:5](=[CH:6][CH:7]([CH:8]([CH3:9])[CH3:10])[N:11]([CH3:12])[C:13]([CH:14]([NH:15][CH2:16][CH:17]([C:18]([CH3:19])([c:20]1[cH:21][cH:22][cH:23][cH:24][cH:25]1)[CH3:26])[N:27]([CH3:28])[C:29](=[O:30])[O:31][C:32]([CH3:33])([CH3:34])[CH3:35])[C:36]([CH3:37])([CH3:38])[CH3:39])=[O:40])[CH3:41])[OH:42]. Product: CC(=CC(C(C)C)N(C)C(=O)C(NCC(N(C)C(=O)OC(C)(C)C)C(C)(C)c1ccccc1)C(C)(C)C)C(=O)O. The reactants are BrBr (bromine), FC1=C(C(=CC=C1)F)O (2,6-difluorophenol), S(=O)(=O)([O-])S(=O)[O-].[Na+].[Na+] (sodium metabisulphite), O (water). The reagents and catalysts are Br (hydrogen bromide). Run in C(=S)=S (carbon disulphide), C(=S)=S (carbon disulphide). Run at time 16 hour. Yields the product BrC1=CC(=C(C(=C1)F)O)F (4-bromo-2,6-difluorophenol). The yield is 23.0%. Reaction SMILES: [Br:1]Br.[F:3][C:4]1[CH:9]=[CH:8][CH:7]=[C:6]([F:10])[C:5]=1[OH:11].O.S(S([O-])=O)([O-])(=O)=O.[Na+].[Na+]>C(=S)=S.Br>[Br:1][C:8]1[CH:9]=[C:4]([F:3])[C:5]([OH:11])=[C:6]([F:10])[CH:7]=1 |f:3.4.5|. Procedure details: A solution of bromine (1.6 g) in dry carbon disulphide (10 cm3) was added over 5 minutes to a solution of 2,6-difluorophenol (1.3 g) in dry carbon disulphide (10 cm3). To the stirred reaction mixture was added 5 drops of 48% hydrogen bromide solution. The mixture was heated for 2 hours at the reflux temperature, then allowed to stand at the ambient temperature (ca 22° C.) for 16 hours. After a further period of heating (4 hours) the mixture was allowed to stand for 24 hours before being poured i... Reactants: COC([C@H](CC1=C(C=C(C=C1C)C#N)C)NC(=O)OC(C)(C)C)=O ((S)-2-tert-butoxycarbonylamino-3-(4-cyano-2,6-dimethyl-phenyl)-propionic acid methyl ester), CS(=O)C (DMSO), C(=O)([O-])[O-].[K+].[K+] (K2CO3), OO (H2O2). The solvent is O (water). Conditions: time 2 hour. Product: C(C)(C)(C)OC(=O)N[C@H](C(=O)O)CC1=C(C=C(C=C1C)C(N)=O)C ((S)-2-tert-Butoxycarbonylamino-3-(4-carbamoyl-2,6-dimethyl-phenyl)-propionic acid). Reaction SMILES: C[O:2][C:3](=[O:24])[C@@H:4]([NH:16][C:17]([O:19][C:20]([CH3:23])([CH3:22])[CH3:21])=[O:18])[CH2:5][C:6]1[C:11]([CH3:12])=[CH:10][C:9]([C:13]#[N:14])=[CH:8][C:7]=1[CH3:15].CS(C)=[O:27].C([O-])([O-])=O.[K+].[K+].OO>O>[C:20]([O:19][C:17]([NH:16][C@@H:4]([CH2:5][C:6]1[C:11]([CH3:12])=[CH:10][C:9]([C:13](=[O:27])[NH2:14])=[CH:8][C:7]=1[CH3:15])[C:3]([OH:2])=[O:24])=[O:18])([CH3:23])([CH3:22])[CH3:21] |f:2.3.4|. Procedure details: A 50 mL three-necked round bottom flask equipped with magnetic stirrer, and thermocouple was charged under nitrogen with (S)-2-tert-butoxycarbonylamino-3-(4-cyano-2,6-dimethyl-phenyl)-propionic acid methyl ester (166.2 mg, 0.5 mol), DMSO (5.0 mL), and K2CO3 (75 mg, 0.5 mol) and the resulting mixture cooled in an ice bath. To the resulting mixture was then added 30% H2O2 (110 μl), dropwise via a syringe. The resulting mixture was then allowed to warm up to ambient temperature, with the solids obs... Reaction conditions: time 16 hour. Reported procedure: To a solution of (5)-2((R)-2-(4-fluoro-3-methylphenyl)-2-methoxyethyl)pent-4-enoic acid in 5 mL methanol was added concentrated H2SO4 (50 mL) at room temperature and the resulting solution stirred for 16 h. The reaction mixture was concentrated under reduced pressure, the residue treated with water, and the mixture was extracted with ethyl acetate (3×20 mL). The combined organic layers were washed with brine (2×10 mL) and dried over Na2SO4. The product was isolated by flash column chromatography... Yields the product FC1=C(C=C(C=C1)[C@@H](C[C@@H](C(=O)OC)CC=C)OC)C ((S)-Methyl 2-((R)-2-(4-fluoro-3-methylphenyl)-2-methoxyethyl)pent-4-enoate). Starting materials: FC1=C(C=C(C=C1)[C@@H](C[C@@H](C(=O)O)CC=C)OC)C ((5)-2((R)-2-(4-fluoro-3-methylphenyl)-2-methoxyethyl)pent-4-enoic acid), OS(=O)(=O)O (H2SO4), CO (methanol). Reaction SMILES: [F:1][C:2]1[CH:7]=[CH:6][C:5]([C@H:8]([O:17][CH3:18])[CH2:9][C@H:10]([CH2:14][CH:15]=[CH2:16])[C:11]([OH:13])=[O:12])=[CH:4][C:3]=1[CH3:19].OS(O)(=O)=O.[CH3:25]O>>[F:1][C:2]1[CH:7]=[CH:6][C:5]([C@H:8]([O:17][CH3:18])[CH2:9][C@H:10]([CH2:14][CH:15]=[CH2:16])[C:11]([O:13][CH3:25])=[O:12])=[CH:4][C:3]=1[CH3:19].